Dataset: the Open Reaction Database (ORD), a public repository of structured organic reaction records. Task: describe an organic reaction: reactants, conditions, products, and yield The reactants are COc1ccc(Br)cc1, C=CCN(Cc1ccc(OC(F)(F)F)cc1)c1ccc(C(C)=O)cn1, CC#N, CCN(C(C)C)C(C)C, CC(=O)[O-], CC(=O)[O-], [Pd+2], Cc1ccccc1P(c1ccccc1C)c1ccccc1C. Product: COc1ccc(C=CCN(Cc2ccc(OC(F)(F)F)cc2)c2ccc(C(C)=O)cn2)cc1. RXN SMILES: [Br:26][c:27]1[cH:28][cH:29][c:30]([O:33][CH3:34])[cH:31][cH:32]1.[CH2:1]([CH:2]=[CH2:3])[N:4]([c:5]1[cH:6][cH:7][c:8]([C:11]([CH3:12])=[O:13])[cH:9][n:10]1)[CH2:14][c:15]1[cH:16][cH:17][c:18]([O:21][C:22]([F:23])([F:24])[F:25])[cH:19][cH:20]1.[CH3:57][C:58]#[N:59].[CH:60]([N:61]([CH2:62][CH3:63])[CH:64]([CH3:65])[CH3:66])([CH3:67])[CH3:68].[O-:70][C:71]([CH3:72])=[O:73].[O-:74][C:75]([CH3:76])=[O:77].[Pd+2:69].[c:35]1([CH3:36])[cH:37][cH:38][cH:39][cH:40][c:41]1[P:42]([c:43]1[cH:44][cH:45][cH:46][cH:47][c:48]1[CH3:49])[c:50]1[cH:51][cH:52][cH:53][cH:54][c:55]1[CH3:56]>>[CH2:1]([CH:2]=[CH:3][c:27]1[cH:28][cH:29][c:30]([O:33][CH3:34])[cH:31][cH:32]1)[N:4]([c:5]1[cH:6][cH:7][c:8]([C:11]([CH3:12])=[O:13])[cH:9][n:10]1)[CH2:14][c:15]1[cH:16][cH:17][c:18]([O:21][C:22]([F:23])([F:24])[F:25])[cH:19][cH:20]1.